The task is: describe an organic reaction: reactants, conditions, products, and yield. This data is from the Open Reaction Database (ORD), a public repository of structured organic reaction records. Reactants: C[C@@H]1CN(C[C@@H](N1)C)C=1C=CC(=C(N)C1)OCC1=CC=CC=C1 (5-(cis-3,5-dimethyl-1-piperazinyl)-2-[(phenylmethyl)oxy]aniline), BrC1=CC=C(S1)S(=O)(=O)Cl (5-bromo-2-thiophenesulfonyl chloride). Solvent: ClCCl (dichloromethane), N1=CC=CC=C1 (pyridine). Conditions: time 4 hour. Yields the product BrC1=CC=C(S1)S(=O)(=O)NC1=C(C=CC(=C1)N1C[C@H](N[C@H](C1)C)C)OCC1=CC=CC=C1 (5-Bromo-N-{5-(cis-3,5-dimethyl-1-piperazinyl)-2-[(phenylmethyl)oxy]phenyl}-2-thiophenesulfonamide). As a reaction SMILES: [CH3:1][C@H:2]1[NH:7][C@@H:6]([CH3:8])[CH2:5][N:4]([C:9]2[CH:10]=[CH:11][C:12]([O:16][CH2:17][C:18]3[CH:23]=[CH:22][CH:21]=[CH:20][CH:19]=3)=[C:13]([CH:15]=2)[NH2:14])[CH2:3]1.[Br:24][C:25]1[S:29][C:28]([S:30](Cl)(=[O:32])=[O:31])=[CH:27][CH:26]=1>ClCCl.N1C=CC=CC=1>[Br:24][C:25]1[S:29][C:28]([S:30]([NH:14][C:13]2[CH:15]=[C:9]([N:4]3[CH2:3][C@H:2]([CH3:1])[NH:7][C@H:6]([CH3:8])[CH2:5]3)[CH:10]=[CH:11][C:12]=2[O:16][CH2:17][C:18]2[CH:23]=[CH:22][CH:21]=[CH:20][CH:19]=2)(=[O:32])=[O:31])=[CH:27][CH:26]=1. Procedure: A solution of 5-(cis-3,5-dimethyl-1-piperazinyl)-2-[(phenylmethyl)oxy]aniline (D39) (300 mg, 0.96 mmol) in dichloromethane (5 ml) and pyridine (5 ml) was added 5-bromo-2-thiophenesulfonyl chloride (505 mg, 1.93 mmol) and the mixture stirred at room temperature for 4 hours. The mixture was then reduced in vacuo and the residue purified by SCX (eluting with methanol then ammonia 2M in methanol). The appropriate fractions were combined and reduced and the residue purified by trituaration with metha... The reactants are IC1=CC=C(C=C1)C1(CC1)C(=O)N1CCCC1 (1-{[1-(4-iodophenyl)cyclopropyl]carbonyl}pyrrolidine), FC(C1=NNC=2CCCCC12)(F)F (3-(trifluoromethyl)-4,5,6,7-tetrahydro-1H-indazole). Yields the product N1(CCCC1)C(=O)C1(CC1)C1=CC=C(C=C1)N1N=C(C=2CCCCC12)C(F)(F)F (1-{4-[1-(1-pyrrolidinylcarbonyl)cyclopropyl]phenyl}-3-(trifluoromethyl)-4,5,6,7-tetrahydro-1H-indazole). As a reaction SMILES: I[C:2]1[CH:7]=[CH:6][C:5]([C:8]2([C:11]([N:13]3[CH2:17][CH2:16][CH2:15][CH2:14]3)=[O:12])[CH2:10][CH2:9]2)=[CH:4][CH:3]=1.[F:18][C:19]([F:30])([F:29])[C:20]1[C:28]2[CH2:27][CH2:26][CH2:25][CH2:24][C:23]=2[NH:22][N:21]=1>>[N:13]1([C:11]([C:8]2([C:5]3[CH:6]=[CH:7][C:2]([N:22]4[C:23]5[CH2:24][CH2:25][CH2:26][CH2:27][C:28]=5[C:20]([C:19]([F:18])([F:30])[F:29])=[N:21]4)=[CH:3][CH:4]=3)[CH2:10][CH2:9]2)=[O:12])[CH2:17][CH2:16][CH2:15][CH2:14]1. Procedure details: The title compound was prepared from 1-{[1-(4-iodophenyl)cyclopropyl]carbonyl}pyrrolidine and 3-(trifluoromethyl)-4,5,6,7-tetrahydro-1H-indazole using a similar procedure to that described for Example 19. Reactants: O=C([O-])[O-], CC#N, CCOC(C)=O, [Cs+], [Cs+], O=[N+]([O-])c1ccc(F)c(F)c1, CN(C)C=O, O, COC(=O)C1(COc2cc3nccc(O)c3cc2OC)CC1. Yields the product COC(=O)C1(COc2cc3nccc(Oc4ccc([N+](=O)[O-])cc4F)c3cc2OC)CC1. Reaction SMILES: [C:23](=[O:24])([O-:25])[O-:26].[CH3:40][C:41]#[N:42].[CH3:48][CH2:49][O:50][C:51]([CH3:52])=[O:53].[Cs+:27].[Cs+:28].[F:29][c:30]1[c:31]([F:39])[cH:32][c:33]([N+:36](=[O:37])[O-:38])[cH:34][cH:35]1.[O:43]=[CH:44][N:45]([CH3:46])[CH3:47].[OH2:54].[OH:1][c:2]1[cH:3][cH:4][n:5][c:6]2[cH:7][c:8]([O:14][CH2:15][C:16]3([C:19](=[O:20])[O:21][CH3:22])[CH2:17][CH2:18]3)[c:9]([O:12][CH3:13])[cH:10][c:11]12>>[O:1]([c:2]1[cH:3][cH:4][n:5][c:6]2[cH:7][c:8]([O:14][CH2:15][C:16]3([C:19](=[O:20])[O:21][CH3:22])[CH2:17][CH2:18]3)[c:9]([O:12][CH3:13])[cH:10][c:11]12)[c:30]1[c:31]([F:39])[cH:32][c:33]([N+:36](=[O:37])[O-:38])[cH:34][cH:35]1. Reactants: O=C([O-])O, CC(=O)O, O=[N+]([O-])CC(O)C(O)C(O)C(O)CO, NNc1ccccc1, [Na+], [Na+], [OH-], O, O=S(=O)(O)O. Yields the product OCC(O)C(O)C(O)C(O)C=NNc1ccccc1. As a reaction SMILES: [C:20](=[O:21])([O-:22])[OH:23].[CH3:36][C:37](=[O:38])[OH:39].[N+:1]([O-:2])(=[O:3])[CH2:4][CH:5]([OH:6])[CH:7]([OH:8])[CH:9]([OH:10])[CH:11]([OH:12])[CH2:13][OH:14].[NH2:25][NH:26][c:27]1[cH:28][cH:29][cH:30][cH:31][cH:32]1.[Na+:24].[Na+:34].[OH-:33].[OH2:35].[S:15](=[O:16])(=[O:17])([OH:18])[OH:19]>>[N:1](=[CH:4][CH:5]([OH:6])[CH:7]([OH:8])[CH:9]([OH:10])[CH:11]([OH:12])[CH2:13][OH:14])[NH:26][c:27]1[cH:28][cH:29][cH:30][cH:31][cH:32]1. The reactants are C(C)(C)(C)OC(=O)N1C[C@H]([C@@H](C1)CN(C(=O)C1=CC=C2C(=CN(C2=C1)CCCOC)C)C(C)C)C=O ((3S,4R)-3-formyl-4-({isopropyl-[1-(3-methoxy-propyl)-3-methyl-1H-indole-6-carbonyl]-amino}-methyl)-pyrrolidine-1-carboxylic acid tert-butyl ester), solution, CN (methylamine), CO (MeOH), [BH4-].[Na+] (NaBH4). Run in C(Cl)Cl.CO (CH2Cl2 MeOH). The product is CCOC(=O)C.CO.[NH4+].[OH-] (AcOEt MeOH NH4OH). Reaction SMILES: [C:1]([O:5][C:6]([N:8]1C[C@@H](CN(C(C)C)C(C2C=C3C(C(C)=CN3CCCOC)=CC=2)=O)[C@H](C=O)C1)=[O:7])(C)(C)[CH3:2].[CH3:37]N.[CH3:39][OH:40].[BH4-].[Na+]>C(Cl)Cl.CO>[CH3:2][CH2:1][O:5][C:6]([CH3:37])=[O:7].[CH3:39][OH:40].[NH4+:8].[OH-:5] |f:3.4,5.6,7.8.9.10|. Procedure details: In a similar manner as described in Example 9 for the reaction step J, the following starting material is prepared from (3S,4R)-3-formyl-4-({isopropyl-[1-(3-methoxy-propyl)-3-methyl-1H-indole-6-carbonyl]-amino}-methyl)-pyrrolidine-1-carboxylic acid tert-butyl ester (prepared under C in example 151) (3 g, 5.4 mmol), 2N solution of methylamine in MeOH (13.5 mL, 27 mmol) and NaBH4 (0.408 g, 10.8 mmol) and purification by flash chromatography on silica gel (CH2Cl2/MeOH 90:10, then AcOEt/MeOH/NH4OH 8...